This data is from the Open Reaction Database (ORD), a public repository of structured organic reaction records. The task is: describe an organic reaction: reactants, conditions, products, and yield The reactants are N([C@@H](CSCC1=CC=C(C)C=C1)C(=O)N[C@@H](CC1=CC=CC=C1)C(=O)NCC(=O)NCC(=O)O)C(=O)OC(C)(C)C (Boc-Cys(MBzl)-Phe-Gly-Gly-OH), C1CCC(CC1)N=C=NC2CCCCC2 (DCC), N([C@H](C)C(=O)O)C(=O)OC(C)(C)C (Boc-D-Ala-OH), C1C2C=CC1C3C2C(=O)N(C3=O)O (HONB). The product is N([C@H](C)C(=O)N[C@@H](CSCC1=CC=C(C)C=C1)C(=O)N[C@@H](CC1=CC=CC=C1)C(=O)NCC(=O)NCC(=O)O)C(=O)OC(C)(C)C (Boc-DAla-Cys(MBzl)-Phe-Gly-Gly-OH). As a reaction SMILES: [NH:1]([C:35](OC(C)(C)C)=[O:36])[C@H:2]([C:13]([NH:15][C@H:16]([C:24]([NH:26][CH2:27][C:28]([NH:30][CH2:31][C:32]([OH:34])=[O:33])=[O:29])=[O:25])[CH2:17][C:18]1[CH:23]=[CH:22][CH:21]=[CH:20][CH:19]=1)=[O:14])[CH2:3][S:4][CH2:5][C:6]1[CH:12]=[CH:11][C:9]([CH3:10])=[CH:8][CH:7]=1.[NH:42]([C:48]([O:50][C:51]([CH3:54])([CH3:53])[CH3:52])=[O:49])[C@@H:43](C(O)=O)[CH3:44].C1C2C3C(=O)N(O)C(=O)C3C1C=C2.C1CCC(N=C=NC2CCCCC2)CC1>>[NH:42]([C:48]([O:50][C:51]([CH3:54])([CH3:53])[CH3:52])=[O:49])[C@@H:43]([C:35]([NH:1][C@H:2]([C:13]([NH:15][C@H:16]([C:24]([NH:26][CH2:27][C:28]([NH:30][CH2:31][C:32]([OH:34])=[O:33])=[O:29])=[O:25])[CH2:17][C:18]1[CH:23]=[CH:22][CH:21]=[CH:20][CH:19]=1)=[O:14])[CH2:3][S:4][CH2:5][C:6]1[CH:12]=[CH:11][C:9]([CH3:10])=[CH:8][CH:7]=1)=[O:36])[CH3:44]. Procedure details: Using 300 mg Boc-Cys(MBzl)-Phe-Gly-Gly-OH, 104 mg Boc-D-Ala-OH, 110 mg HONB and 120 mg DCC, the desired product was obtained in the same manner as in Example 1-(XXI). Starting materials: ClC1=NC(=NC(=C1NC=O)NOCCCOCOC(C)C)NC=O (4-chloro-2,5-diformamido-6-[3-(isopropoxymethoxy)propoxyamino]pyrimidine). The solvent is C(C)(=O)OC(OCC)OCC (diethoxymethyl acetate). Run at temperature 120 celsius, time 1 hour. Yields the product ClC1=C2N=CN(C2=NC(=N1)NC=O)OCCCOCOC(C)C (6-chloro-2-formamido-9-[3-(isopropoxymethoxy)propoxy]purine). Isolated yield 60.3%. As a reaction SMILES: [Cl:1][C:2]1[C:7]([NH:8][CH:9]=O)=[C:6]([NH:11][O:12][CH2:13][CH2:14][CH2:15][O:16][CH2:17][O:18][CH:19]([CH3:21])[CH3:20])[N:5]=[C:4]([NH:22][CH:23]=[O:24])[N:3]=1>C(OC(OCC)OCC)(=O)C>[Cl:1][C:2]1[N:3]=[C:4]([NH:22][CH:23]=[O:24])[N:5]=[C:6]2[C:7]=1[N:8]=[CH:9][N:11]2[O:12][CH2:13][CH2:14][CH2:15][O:16][CH2:17][O:18][CH:19]([CH3:21])[CH3:20]. Reported procedure: A mixture of 4-chloro-2,5-diformamido-6-[3-(isopropoxymethoxy)propoxyamino]pyrimidine (3.3 g, 9.12 mmol) and diethoxymethyl acetate (10 ml) was heated at 120° C. for 1 hr. The solution was then evaporated and the residue taken up into methanol (30 ml) and concentrated aqueous ammonia (3 ml). After 1 hr. at 20° C. the solvent was removed and the residue purified by column chromatography on silica gel eluting with hexane:ethyl acetate (1:1) to afford 6-chloro-2-formamido-9-[3-(isopropoxymethoxy)pr...